The task is: describe an organic reaction: reactants, conditions, products, and yield. This data is from the Open Reaction Database (ORD), a public repository of structured organic reaction records. Starting materials: C1(CCCC1)[Si](OC)(OC)OC (cyclopentyl trimethoxysilane), C(C)(CC)O (sec-butyl alcohol), C[Si](Cl)(C)C (trimethylchlorosilane). Reagents/catalysts: C[O-].[Na+] (sodium methoxide). The product is C(C)(CC)O[Si](OC)(OC)C1CCCC1 (sec-butoxy cyclopentyl dimethoxysilane). The yield is 84.3%. RXN SMILES: [CH:1]1([Si:6](OC)([O:9][CH3:10])[O:7][CH3:8])[CH2:5][CH2:4][CH2:3][CH2:2]1.[CH:13]([OH:17])([CH2:15][CH3:16])[CH3:14].C[Si](C)(C)Cl>C[O-].[Na+]>[CH:13]([O:17][Si:6]([CH:1]1[CH2:5][CH2:4][CH2:3][CH2:2]1)([O:9][CH3:10])[O:7][CH3:8])([CH2:15][CH3:16])[CH3:14] |f:3.4|. Procedure: In a 100 ml three-neck flask provided with a magnetic stirrer were charged 10.3 g (0.0542 mole) of cyclopentyl trimethoxysilane, 40.3 g (0.543 mole) of sec-butyl alcohol and 33.7 mg (0.625 m mole) of sodium methoxide, which were then reacted with each other at room temperature for 2 hours under stirring. Then, trimethylchlorosilane was added to neutralize the alkali. Then, 10.6 g (0.0457 mole) of sec-butoxy cyclopentyl dimethoxysilane were obtained by vacuum distillation. Its structure was confi... The reactants are Example 44 ( e ), S(C)(=O)(=O)O.OCC1CC(=NO1)C1=CC=CC=C1 (5-hydroxymethyl-3-phenyl-4,5-dihydro-isoxazole mesylate), OC1=CC=C(C=C1)C1C(CN(CC1)C(=O)OC(C)(C)C)OCC1=CC2=CC=CC=C2C=C1 (tert-butyl (3RS,4RS)-4-(4-hydroxy-phenyl)-3-(naphthalen-2-ylmethoxy)-piperidine-1-carboxylate), Example 61 ( c ). Yields the product C1=C(C=CC2=CC=CC=C12)COC1CN(CCC1C1=CC=C(C=C1)OCC1=CC(=NO1)C1=CC=CC=C1)C(=O)OC(C)(C)C (tert-butyl (3RS,4RS)-3-(naphthalen-2-ylmethoxy)-4-[4-(3-phenyl-isoxazol-5-ylmethoxy)-phenyl]-piperidine-1-carboxylate). Reaction SMILES: [OH:1][C:2]1[CH:7]=[CH:6][C:5]([CH:8]2[CH2:13][CH2:12][N:11]([C:14]([O:16][C:17]([CH3:20])([CH3:19])[CH3:18])=[O:15])[CH2:10][CH:9]2[O:21][CH2:22][C:23]2[CH:32]=[CH:31][C:30]3[C:25](=[CH:26][CH:27]=[CH:28][CH:29]=3)[CH:24]=2)=[CH:4][CH:3]=1.S(O)(=O)(=O)C.O[CH2:39][CH:40]1[O:44][N:43]=[C:42]([C:45]2[CH:50]=[CH:49][CH:48]=[CH:47][CH:46]=2)[CH2:41]1>>[CH:24]1[C:25]2[C:30](=[CH:29][CH:28]=[CH:27][CH:26]=2)[CH:31]=[CH:32][C:23]=1[CH2:22][O:21][CH:9]1[CH:8]([C:5]2[CH:6]=[CH:7][C:2]([O:1][CH2:39][C:40]3[O:44][N:43]=[C:42]([C:45]4[CH:46]=[CH:47][CH:48]=[CH:49][CH:50]=4)[CH:41]=3)=[CH:3][CH:4]=2)[CH2:13][CH2:12][N:11]([C:14]([O:16][C:17]([CH3:18])([CH3:19])[CH3:20])=[O:15])[CH2:10]1 |f:1.2|. Reported procedure: (oo) In an analogous manner to that described in Example 44 (e), by alkylating tert-butyl (3RS,4RS)-4-(4-hydroxy-phenyl)-3-(naphthalen-2-ylmethoxy)-piperidine-1-carboxylate [Example 61 (c)] with 5-hydroxymethyl-3-phenyl-4,5-dihydro-isoxazole mesylate, prepared according to a generally known procedure, there was obtained tert-butyl (3RS,4RS)-3-(naphthalen-2-ylmethoxy)-4-[4-(3-phenyl-isoxazol-5-ylmethoxy)-phenyl]-piperidine-1-carboxylate as a colourless solid; MS: 591 (M+H)+. The reactants are C=CCOP(=O)(OCC=C)OCc1ccc(COC(C)=O)c(C(=O)OCc2ccc(OC)cc2)c1, COc1ccccc1, Cc1ccccc1, O=C(O)C(F)(F)F. Product: C=CCOP(=O)(OCC=C)OCc1ccc(COC(C)=O)c(C(=O)O)c1. As a reaction SMILES: [C:1]([CH3:2])(=[O:3])[O:4][CH2:5][c:6]1[c:7]([C:8](=[O:9])[O:10][CH2:11][c:12]2[cH:13][cH:14][c:15]([O:16][CH3:17])[cH:18][cH:19]2)[cH:20][c:21]([CH2:24][O:25][P:26](=[O:27])([O:28][CH2:29][CH:30]=[CH2:31])[O:32][CH2:33][CH:34]=[CH2:35])[cH:22][cH:23]1.[CH3:36][O:37][c:38]1[cH:39][cH:40][cH:41][cH:42][cH:43]1.[CH3:51][c:52]1[cH:53][cH:54][cH:55][cH:56][cH:57]1.[OH:44][C:45]([C:46]([F:47])([F:48])[F:49])=[O:50]>>[C:1]([CH3:2])(=[O:3])[O:4][CH2:5][c:6]1[c:7]([C:8](=[O:9])[OH:10])[cH:20][c:21]([CH2:24][O:25][P:26](=[O:27])([O:28][CH2:29][CH:30]=[CH2:31])[O:32][CH2:33][CH:34]=[CH2:35])[cH:22][cH:23]1. Starting materials: OC[C@H](O)[C@@H](O)[C@H](O)[C@H](O)CO (D-sorbitol), C1CCCCC1 (cyclohexane), BrC=1C=C(C=O)C=CC1CC (3-bromo-4-ethylbenzaldehyde), CO (methanol). The solvent is O (water). Reaction conditions: temperature 41.8 celsius. Product: BrC=1C=C(C=O)C=CC1C(C)C (3-bromo-4-isopropylbenzaldehyde). Yield: 207.7%. Reaction SMILES: O[CH2:2][C@@H]([C@H]([C@@H]([C@@H](CO)O)O)O)O.C1CCCCC1.[Br:19][C:20]1[CH:21]=[C:22]([CH:25]=[CH:26][C:27]=1[CH2:28][CH3:29])[CH:23]=[O:24].CO>O>[Br:19][C:20]1[CH:21]=[C:22]([CH:25]=[CH:26][C:27]=1[CH:28]([CH3:2])[CH3:29])[CH:23]=[O:24]. Reported procedure: A one liter four-necked cylindrical shaped reaction flask equipped with a Dean-Stark trap, condenser, thermometer, nitrogen inlet, and a mechanical stirrer was charged with 42 g of D-sorbitol (0.23 mole), 700 mL of cyclohexane, 105 g of 3-bromo-4-ethylbenzaldehyde (0.46 moles), 80 mL of methanol, and 2.5 g of water. The system was then flushed with argon and heated in an oil bath with stirring. The mixture was then heated to a vapor temperature of 41.8° C., at which time 3.0 g of p-toluenesulfon... Reactants: C(N)(=O)C(CC=1C=CC(=C(C(=O)NCC2=CC=C(C=C2)C(F)(F)F)C1)OC)S(=O)C (5-[2-carbamoyl-2-(methylsulfinyl)ethyl]-2-methoxy-N-(4-trifluoromethylbenzyl)benzamide), C1=CC(=CC(=C1)Cl)C(=O)OO (mCPBA), C([O-])(O)=O.[Na+] (sodium bicarbonate). Solvent: C(Cl)Cl (methylene chloride). Conditions: time 3 hour. Product: C(N)(=O)C(CC=1C=CC(=C(C(=O)NCC2=CC=C(C=C2)C(F)(F)F)C1)OC)S(=O)(=O)C (5-[2-Carbamoyl-2-(methylsulfonyl)ethyl]-2-methoxy-N-(4-trifluoromethylbenzyl)benzamide). Isolated yield 70.8%. Reaction SMILES: [C:1]([CH:4]([S:28]([CH3:30])=[O:29])[CH2:5][C:6]1[CH:7]=[CH:8][C:9]([O:26][CH3:27])=[C:10]([CH:25]=1)[C:11]([NH:13][CH2:14][C:15]1[CH:20]=[CH:19][C:18]([C:21]([F:24])([F:23])[F:22])=[CH:17][CH:16]=1)=[O:12])(=[O:3])[NH2:2].C1C=C(Cl)C=C(C(OO)=[O:39])C=1.C(=O)(O)[O-].[Na+]>C(Cl)Cl>[C:1]([CH:4]([S:28]([CH3:30])(=[O:39])=[O:29])[CH2:5][C:6]1[CH:7]=[CH:8][C:9]([O:26][CH3:27])=[C:10]([CH:25]=1)[C:11]([NH:13][CH2:14][C:15]1[CH:20]=[CH:19][C:18]([C:21]([F:24])([F:22])[F:23])=[CH:17][CH:16]=1)=[O:12])(=[O:3])[NH2:2] |f:2.3|. Reported procedure: To 274 mg of 5-[2-carbamoyl-2-(methylsulfinyl)ethyl]-2-methoxy-N-(4-trifluoromethylbenzyl)benzamide were added 100 ml of methylene chloride and 155 mg of mCPBA, and the mixture was stirred for 3 hours. Saturated aqueous solution of sodium bicarbonate was added to the reaction mixture, and the insolubles were filtered off. The organic layer was washed with saturated aqueous solution of sodium bicarbonate and saturated brine in sequence and dried over anhydrous sodium sulfate. Solvent was distille...